The task is: describe an organic reaction: reactants, conditions, products, and yield. This data is from the Open Reaction Database (ORD), a public repository of structured organic reaction records. Starting materials: N (ammonia), C(C)C(CO)CCCC (2-ethyl-hexan-1-ol), C([O-])(O)=O.[Na+] (sodium bicarbonate). The reagents and catalysts are reduced nickel, [Ni] (nickel). Reaction conditions: time 8 hour. Product: C(C)C(CN)CCCC (2-ethylhexylamine), tri-2-ethylhexylamine. RXN SMILES: [CH2:1]([CH:3]([CH2:6][CH2:7][CH2:8][CH3:9])[CH2:4]O)[CH3:2].C(=O)(O)[O-].[Na+].[NH3:15]>[Ni]>[CH2:1]([CH:3]([CH2:6][CH2:7][CH2:8][CH3:9])[CH2:4][NH2:15])[CH3:2] |f:1.2|. Procedure details: The procedure described in Example 1 is followed. 650 parts of 2-ethyl-hexan-1-ol, 300 parts of a reduced nickel catalyst which contains 60% of nickel on kieselguhr and 7 parts of sodium bicarbonate are heated to 140° C. and at this temperature ammonia gas is passed into the well-stirred suspension at the rate at which it is converted. The reaction ends after 8 hours. The mixture is worked up by distillation and gives 96% of theory of di-2-ethylhexylamine, 1% of theory of 2-ethylhexylamine and 0... Product: ClC1=NC=CC=C1C1(CC1)C#N (1-(2-Chloropyridin-3-yl)cyclopropanecarbonitrile). As a reaction SMILES: [Cl:1][C:2]1[C:7]([C:8]2([C:11]#[N:12])[CH2:10][CH2:9]2)=[CH:6][C:5](F)=[CH:4][N:3]=1.ClC1C(CC#N)=CC=CN=1.ClC1C(CC#N)=CC(F)=CN=1>>[Cl:1][C:2]1[C:7]([C:8]2([C:11]#[N:12])[CH2:9][CH2:10]2)=[CH:6][CH:5]=[CH:4][N:3]=1. Procedure details: 1-(2-Chloropyridin-3-yl)cyclopropanecarbonitrile was synthesized analogous to 1-(2-chloro-5-fluoropyridin-3-yl)cyclopropanecarbonitrile (Intermediate 15) using (2-chloropyridin-3-yl)acetonitrile as a reactant in place of 2-(2-chloro-5-fluoropyridin-3-yl)acetonitrile. Reactants: ClC1=NC=C(C=C1CC#N)F (2-(2-chloro-5-fluoropyridin-3-yl)acetonitrile), ClC1=NC=C(C=C1C1(CC1)C#N)F (1-(2-chloro-5-fluoropyridin-3-yl)cyclopropanecarbonitrile), ClC1=NC=C(C=C1C1(CC1)C#N)F (1-(2-chloro-5-fluoropyridin-3-yl)cyclopropanecarbonitrile), ClC1=NC=CC=C1CC#N ((2-chloropyridin-3-yl)acetonitrile). Reactants: CCO, COC(=O)COc1cc(F)ccc1[N+](=O)[O-]. The product is O=C1COc2cc(F)ccc2N1. Reaction SMILES: [CH3:17][CH2:18][OH:19].[F:1][c:2]1[cH:3][cH:4][c:5]([N+:14]([O-:11])=[O:12])[c:6]([O:7][CH2:8][C:9](=[O:10])[O:15][CH3:16])[cH:13]1>>[F:1][c:2]1[cH:3][cH:4][c:5]2[c:6]([cH:13]1)[O:7][CH2:8][C:9](=[O:10])[NH:14]2. Run at time 15 minute. The yield is 72.0%. The solvent is C1CCOC1 (THF). RXN SMILES: [I:1]NC(=O)CCC(N)=O.[NH:10]1[C:18]2[CH:17]=[CH:16][N:15]=[C:14]([NH:19][C:20](=[O:24])[O:21][CH2:22][CH3:23])[C:13]=2[CH:12]=[CH:11]1>C1COCC1>[I:1][C:12]1[C:13]2[C:14]([NH:19][C:20](=[O:24])[O:21][CH2:22][CH3:23])=[N:15][CH:16]=[CH:17][C:18]=2[NH:10][CH:11]=1. The product is IC1=CNC2=C1C(=NC=C2)NC(OCC)=O (Ethyl 3-iodo-1H-pyrrolo[3,2-c]pyridin-4-ylcarbamate). Starting materials: INC(CCC(=O)N)=O (N-Iodosuccinamide), N1C=CC=2C(=NC=CC21)NC(OCC)=O (ethyl 1H-pyrrolo[3,2-c]pyridin4-ylcarbamate). Procedure: N-Iodosuccinamide (0.030 g, 0.13 mmol, 1.0 eq) was added to a solution of ethyl 1H-pyrrolo[3,2-c]pyridin4-ylcarbamate (0.027 g, 0.13 mmol, 1.0 eq) in THF (1 mL) at room temperature and the reaction mixture was stirred for 15 minutes. The reaction mixture was quenched with 10% NaHSO3 solution and extracted with 10/1 CHCl3/MeOH. The combined organic extracts were dried (Na2SO4), filtered and concentrated in vacuo. The residue was purified by flash chromatography (SiO2, eluting 0-5% CHCl3/MeOH) to ... Starting materials: Cl.ClC=1C=C(C=CC1)[C@H](CN[C@@H](CC1=CC=C(C=C1)NC(=O)C1=CC=C(C(=O)OC)C=C1)CO)O (methyl 4-[[[4-[(2S)-2-[[(2R)-2-(3-chlorophenyl)-2-hydroxyethyl]amino]-3-hydroxypropyl]-phenyl]amino]carbonyl]benzoate hydrochloride), [OH-].[Na+] (sodium hydroxide). The solvent is CO (methanol). Product: ClC=1C=C(C=CC1)[C@H](CN[C@@H](CC1=CC=C(C=C1)NC(=O)C1=CC=C(C(=O)[O-])C=C1)CO)O.[Na+] (sodium 4-[[[4-[(2S)-2-[[(2R)-2-(3-chlorophenyl)-2-hydroxyethyl]amino]-3-hydroxypropyl]-phenyl]amino]carbonyl]benzoate). RXN SMILES: Cl.[Cl:2][C:3]1[CH:4]=[C:5]([C@@H:9]([OH:35])[CH2:10][NH:11][C@H:12]([CH2:33][OH:34])[CH2:13][C:14]2[CH:19]=[CH:18][C:17]([NH:20][C:21]([C:23]3[CH:32]=[CH:31][C:26]([C:27]([O:29]C)=[O:28])=[CH:25][CH:24]=3)=[O:22])=[CH:16][CH:15]=2)[CH:6]=[CH:7][CH:8]=1.[OH-].[Na+:37]>CO>[Cl:2][C:3]1[CH:4]=[C:5]([C@@H:9]([OH:35])[CH2:10][NH:11][C@H:12]([CH2:33][OH:34])[CH2:13][C:14]2[CH:15]=[CH:16][C:17]([NH:20][C:21]([C:23]3[CH:24]=[CH:25][C:26]([C:27]([O-:29])=[O:28])=[CH:31][CH:32]=3)=[O:22])=[CH:18][CH:19]=2)[CH:6]=[CH:7][CH:8]=1.[Na+:37] |f:0.1,2.3,5.6|. Procedure: To a suspension of methyl 4-[[[4-[(2S)-2-[[(2R)-2-(3-chlorophenyl)-2-hydroxyethyl]amino]-3-hydroxypropyl]-phenyl]amino]carbonyl]benzoate hydrochloride (101 mg) in methanol (4.0 ml) was added 1N sodium hydroxide solution (486 μl) and the mixture was refluxed for 90 minutes. After cooling to room temperature, the solvent was removed by evaporation. The residual solid was applied on a solid phase extraction cartridge (BOND ELUT C18, 20 ml, VARIAN) and eluted with water and methanol successively. Th... Starting materials: OC1=CC=C(C(=O)OC)C=C1 (methyl 4-hydroxybenzoate), C(Br)C1CO1 (epibromohydrin), OC1=CC=C(C(=O)OCC2=CC=CC=C2)C=C1 (benzyl 4-hydroxybenzoate), C=1(C(=CC=CC1)S(=O)(=O)OC[C@H]1CO1)C ((R)-(-)-glycidyl toluenesulfonate). Yields the product O1[C@H](C1)COC1=CC=C(C(=O)OC)C=C1 (methyl (R)-(-)-4-(oxiranylmethoxy)-benzoate). The yield is 90.0%. Reaction SMILES: [OH:1][C:2]1[CH:11]=[CH:10][C:5]([C:6]([O:8][CH3:9])=[O:7])=[CH:4][CH:3]=1.OC1C=CC(C([O:19][CH2:20][C:21]2[CH:26]=CC=CC=2)=O)=CC=1.C1(C)C(S(OC[C@@H]2OC2)(=O)=O)=CC=CC=1.C(C1OC1)Br>>[O:19]1[CH2:20][C@@H:21]1[CH2:26][O:1][C:2]1[CH:3]=[CH:4][C:5]([C:6]([O:8][CH3:9])=[O:7])=[CH:10][CH:11]=1. Procedure details: The same procedure of Reference Example 4 was repeated except that methyl 4-hydroxybenzoate was used in lieu of benzyl 4-hydroxybenzoate, and (R)-(-)-glycidyl toluenesulfonate was used in lieu of epibromohydrin to give the title compound (yield 90%).